From a dataset of the Open Reaction Database (ORD), a public repository of structured organic reaction records. describe an organic reaction: reactants, conditions, products, and yield Starting materials: CC(C(CC(=O)NC1=CC=CC=C1)=O)C (4-Methyl-3-oxo-N-phenylpentanamide), CC(C(CC(=O)OC)=O)C (methyl 4-methyl-3-oxopentanoate), NC1=CC=CC=C1 (aniline), C(CN)N (ethylene diamine), CC(C(CC(=O)NC1=CC=CC=C1)=O)C (4-Methyl-3-oxo-N-phenylpentanamide), C(C1=CC=CC=C1)=O (benzaldehyde), N1CCCCC1 (piperidine), C(CN)N (ethylene diamine), NCCC(=O)O (β-alanine). The solvent is CCCCCC (hexane), CCCCCCC (heptane), C1(=CC=CC=C1)C (toluene), O (water), C1(=CC=CC=C1)C (toluene), C(C)(=O)O (acetic acid), C(C)(=O)O (acetic acid), C(C)(=O)O (acetic acid). Product: CC(C(C(C(=O)NC1=CC=CC=C1)=CC1=CC=CC=C1)=O)C (4-methyl-3-oxo-N-phenyl-2-(phenylmethylene)pentanamide). RXN SMILES: [CH3:1][CH:2]([CH3:15])[C:3](=[O:14])[CH2:4][C:5]([NH:7][C:8]1[CH:13]=[CH:12][CH:11]=[CH:10][CH:9]=1)=[O:6].CC(C)C(=O)CC(OC)=O.NC1C=CC=CC=1.C(N)CN.[CH:37](=O)[C:38]1[CH:43]=[CH:42][CH:41]=[CH:40][CH:39]=1.N1CCCCC1.NCCC(O)=O>C1(C)C=CC=CC=1.O.CCCCCC.CCCCCCC.C(O)(=O)C>[CH3:1][CH:2]([CH3:15])[C:3](=[O:14])[C:4](=[CH:37][C:38]1[CH:43]=[CH:42][CH:41]=[CH:40][CH:39]=1)[C:5]([NH:7][C:8]1[CH:13]=[CH:12][CH:11]=[CH:10][CH:9]=1)=[O:6]. Procedure: 4-Methyl-3-oxo-N-phenylpentanamide (XIX) is obtained by heating a mixture of methyl 4-methyl-3-oxopentanoate (XX), aniline and ethylene diamine in toluene. 4-Methyl-3-oxo-N-phenylpentanamide (XIX) is subsequently reacted with benzaldehyde in the presence of a catalyst such as, for example, piperidine and glacial acetic acid, ethylene diamine and glacial acetic acid, β-alanine and glacial acetic acid, and the like in an inert solvent such as, for example, toluene, heptane, hexane, and the like fo... Reactants: N1=CC=CC=C1 (pyridine), C(C)(=O)NN[C@H]1[C@@H](C(OC2=C1C=C(C=C2)C#N)(C)C)O (Trans-4-(2-acetylhydrazino)-6-cyano-3,4-dihydro-2,2-dimethyl-2H-1-benzopyran-3-ol), C(C)(=O)Cl (acetyl chloride). The solvent is C(Cl)(Cl)Cl (chloroform). Reaction conditions: temperature 20 celsius. The product is C(C)(=O)N(NC(C)=O)[C@H]1[C@@H](C(OC2=C1C=C(C=C2)C#N)(C)C)O (trans-4-(1,2-diacetylhydrazino)-6-cyano-3,4-dihydro-2,2-dimethyl-2H-1-benzopyran-3-ol). Reaction SMILES: [C:1]([NH:4][NH:5][C@@H:6]1[C:11]2[CH:12]=[C:13]([C:16]#[N:17])[CH:14]=[CH:15][C:10]=2[O:9][C:8]([CH3:19])([CH3:18])[C@H:7]1[OH:20])(=[O:3])[CH3:2].N1C=CC=CC=1.[C:27](Cl)(=[O:29])[CH3:28]>C(Cl)(Cl)Cl>[C:27]([N:5]([C@@H:6]1[C:11]2[CH:12]=[C:13]([C:16]#[N:17])[CH:14]=[CH:15][C:10]=2[O:9][C:8]([CH3:19])([CH3:18])[C@H:7]1[OH:20])[NH:4][C:1](=[O:3])[CH3:2])(=[O:29])[CH3:28]. Reported procedure: Trans-4-(2-acetylhydrazino)-6-cyano-3,4-dihydro-2,2-dimethyl-2H-1-benzopyran-3-ol, 320 mg, was dissolved in 6 ml of chloroform and to this was added 0.5 ml of pyridine. While stirring under water cooling (20° C.), 0.23 ml of acetyl chloride was added and the mixture was stirred at room temperature for 3 hours. The solvent was distilled off under a reduced pressure, and to the residue was added ice water to scrape and crush it. After filtration and drying, it was recrystallized from ethyl acetate... The reactants are Methyl 5-(3-(tert-butoxycarbonyl(methyl)carbamoyl)-2-(4-fluorophenyl)pyrazolo[1,5-h]pyridazin-5-yl)-2-methoxy-4-methylbenzoate, COC1=C(C(=O)OC)C=C(C(=C1)C)C1=CN=NC=C1 (methyl 2-methoxy-4-methyl-5-(pyridazin-4-yl)benzoate), methyl 5-(3-(tert-butoxycarbonyl(methyl)carbamoyl)-2-(4-fluorophenyl)pyrazolo[1,5-h]pyridazin-4-yl)-2-methoxy-4-methylbenzoate, C1(=C(C(=CC(=C1)C)C)S(=O)(=O)ON)C (O-(mesitylsulfonyl)hydroxylamine). Run in ClCCl (dichloromethane), ClCCl (dichloromethane). Run at temperature 0 celsius. Product: CC1=C(C(=CC(=C1)C)C)S(=O)(=O)[O-].N[N+]1=NC=C(C=C1)C1=C(C=C(C(=C1)C(=O)OC)OC)C (1-amino-4-(4-methoxy-5-(methoxycarbonyl)-2-methylphenyl)pyridazin-1-ium 2,4,6-trimethylbenzenesulfonate). RXN SMILES: [CH3:1][O:2][C:3]1[CH:12]=[C:11]([CH3:13])[C:10]([C:14]2[CH:19]=[CH:18][N:17]=[N:16][CH:15]=2)=[CH:9][C:4]=1[C:5]([O:7][CH3:8])=[O:6].[C:20]1([CH3:33])[CH:25]=[C:24]([CH3:26])[CH:23]=[C:22]([CH3:27])[C:21]=1[S:28]([O:31][NH2:32])(=[O:30])=[O:29]>ClCCl>[CH3:27][C:22]1[CH:23]=[C:24]([CH3:26])[CH:25]=[C:20]([CH3:33])[C:21]=1[S:28]([O-:31])(=[O:30])=[O:29].[NH2:32][N+:17]1[CH:18]=[CH:19][C:14]([C:10]2[CH:9]=[C:4]([C:5]([O:7][CH3:8])=[O:6])[C:3]([O:2][CH3:1])=[CH:12][C:11]=2[CH3:13])=[CH:15][N:16]=1 |f:3.4|. Procedure details: Methyl 5-(3-(tert-butoxycarbonyl(methyl)carbamoyl)-2-(4-fluorophenyl)pyrazolo[1,5-h]pyridazin-5-yl)-2-methoxy-4-methylbenzoate and methyl 5-(3-(tert-butoxycarbonyl(methyl)carbamoyl)-2-(4-fluorophenyl)pyrazolo[1,5-h]pyridazin-4-yl)-2-methoxy-4-methylbenzoate. Part A: To a cooled solution (0° C., ice bath) containing methyl 2-methoxy-4-methyl-5-(pyridazin-4-yl)benzoate (0.16 g, 0.66 mmol) and dichloromethane (3 mL) was added O-(mesitylsulfonyl)hydroxylamine (0.32 g, 0.90 mmol) in dichloromethane (... Starting materials: BrC=1C=C(C=C(C1OC)C=O)S(=O)(=O)N (3-bromo-5-formyl-4-methoxy-benzenesulfonamide), C1(=CC=CC=C1)B(O)O (benzene boronic acid). The product is C(=O)C=1C=C(C=C(C1OC)C1=CC=CC=C1)S(=O)(=O)N (5-formyl-6-methoxy-biphenyl-3-sulfonic acid amide). As a reaction SMILES: Br[C:2]1[CH:3]=[C:4]([S:12]([NH2:15])(=[O:14])=[O:13])[CH:5]=[C:6]([CH:10]=[O:11])[C:7]=1[O:8][CH3:9].[C:16]1(B(O)O)[CH:21]=[CH:20][CH:19]=[CH:18][CH:17]=1>>[CH:10]([C:6]1[CH:5]=[C:4]([S:12]([NH2:15])(=[O:14])=[O:13])[CH:3]=[C:2]([C:16]2[CH:21]=[CH:20][CH:19]=[CH:18][CH:17]=2)[C:7]=1[O:8][CH3:9])=[O:11]. Reported procedure: Proceeding as in Reference 19, but substituting 3-bromo-5-formyl-4-methoxy-benzenesulfonamide and benzene boronic acid, gave 5-formyl-6-methoxy-biphenyl-3-sulfonic acid amide. Conditions: temperature 80 celsius, time 3 day. Reactants: BrC1=CC=C(C(=N1)[C@@](CO[C@](C(F)(F)F)(C)C#N)(C)NS(=O)(=O)C1=CC=C(C=C1)[N+](=O)[O-])F (N—[(R)-1-(6-bromo-3-fluoro-pyridin-2-yl)-2-((R)-1-cyano-2,2,2-trifluoro-1-methyl-ethoxy)-1-methyl-ethyl]-4-nitro-benzenesulfonamide), C(C)(=O)N[C@@H](CS)C(=O)O (N-acetylcysteine), C(=O)([O-])[O-].[K+].[K+] (K2CO3). Reported procedure: A solution of N—[(R)-1-(6-bromo-3-fluoro-pyridin-2-yl)-2-((R)-1-cyano-2,2,2-trifluoro-1-methyl-ethoxy)-1-methyl-ethyl]-4-nitro-benzenesulfonamide (9.18 g, 16.53 mmol) and N-acetylcysteine (5.40 g, 33.10 mmol) in 92 ml ethanol was evacuated and flushed with nitrogen. K2CO3 (4.57 g, 33.1 mmol) was added and the mixture was stirred at 80° C. for 3 days. The reaction mixture was concentrated in vacuo to about ¼ of the original volume and partitioned between water and TBME. The organic layer was wash... The yield is 74.4%. Product: BrC1=CC=C(C(=N1)[C@]1(N=C([C@@](OC1)(C(F)(F)F)C)N)C)F ((2R,5R)-5-(6-Bromo-3-fluoro-pyridin-2-yl)-2,5-dimethyl-2-trifluoromethyl-5,6-dihydro-2H-[1,4]oxazin-3-ylamine). As a reaction SMILES: [Br:1][C:2]1[N:7]=[C:6]([C@:8]([NH:20]S(C2C=CC([N+]([O-])=O)=CC=2)(=O)=O)([CH3:19])[CH2:9][O:10][C@@:11]([C:17]#[N:18])([CH3:16])[C:12]([F:15])([F:14])[F:13])[C:5]([F:33])=[CH:4][CH:3]=1.C(N[C@H](C(O)=O)CS)(=O)C.C([O-])([O-])=O.[K+].[K+]>C(O)C>[Br:1][C:2]1[N:7]=[C:6]([C@:8]2([CH3:19])[CH2:9][O:10][C@@:11]([CH3:16])([C:12]([F:15])([F:14])[F:13])[C:17]([NH2:18])=[N:20]2)[C:5]([F:33])=[CH:4][CH:3]=1 |f:2.3.4|. Run in C(C)O (ethanol). Run at time 30 minute. Product: Cl.N1(CCOCC1)CCCN1C(CNCC1)=O (1-(3-Morpholin-4-ylpropyl)piperazin-2-one hydrochloride). Reaction SMILES: [N:1]1([CH2:7][CH2:8][CH2:9][N:10]2[CH2:15][CH2:14][N:13](C(OC(C)(C)C)=O)[CH2:12][C:11]2=[O:23])[CH2:6][CH2:5][O:4][CH2:3][CH2:2]1.[ClH:24]>C(OCC)(=O)C>[ClH:24].[N:1]1([CH2:7][CH2:8][CH2:9][N:10]2[CH2:15][CH2:14][NH:13][CH2:12][C:11]2=[O:23])[CH2:6][CH2:5][O:4][CH2:3][CH2:2]1 |f:3.4|. Reactants: N1(CCOCC1)CCCN1C(CN(CC1)C(=O)OC(C)(C)C)=O (tert-butyl 4-(3-morpholin-4-ylpropyl)-3-oxopiperazine-1-carboxylate), Cl (HCl). Procedure details: Through a solution of tert-butyl 4-(3-morpholin-4-ylpropyl)-3-oxopiperazine-1-carboxylate (45 mg, 0.14 mmol) in 5 mL of ethyl acetate at 0° C. was bubbled HCl gas for 2 minutes. After stirring an additional 30 minutes, the reaction was concentrated in vacuo to provide the titled product. ESI+MS: 228.4 [M+H]+. Run in C(C)(=O)OCC (ethyl acetate).